From a dataset of the Open Reaction Database (ORD), a public repository of structured organic reaction records. describe an organic reaction: reactants, conditions, products, and yield Reactants: CC=1C=CC(=C(C1)NC(OC(C)(C)C)=O)B1OC(C(O1)(C)C)(C)C (tert-butyl 5-methyl-2-(4,4,5,5-tetramethyl-1,3,2-dioxaborolan-2-yl)phenylcarbamate), C([O-])([O-])=O.[Na+].[Na+] (sodium carbonate), ClC=1C(=NC=C(C1)\C=C\C)C#N ((E)-3-chloro-5-(prop-1-enyl)picolinonitrile), tetrakis(triphenyl-phosphine)palladium. Solvent: C1(=CC=CC=C1)C.C(C)O (toluene ethanol), CO (methanol). Product: CC1=CC=2C(=C3C=C(C=NC3=C(N2)N)\C=C\C)C=C1 ((E)-8-methyl-2-(prop-1-enyl)benzo[f][1,7]naphthyridin-5-amine). As a reaction SMILES: [CH3:1][C:2]1[CH:3]=[CH:4][C:5](B2OC(C)(C)C(C)(C)O2)=[C:6]([NH:8]C(=O)OC(C)(C)C)[CH:7]=1.Cl[C:26]1[C:27]([C:35]#[N:36])=[N:28][CH:29]=[C:30](/[CH:32]=[CH:33]/[CH3:34])[CH:31]=1.C(=O)([O-])[O-].[Na+].[Na+]>C1(C)C=CC=CC=1.C(O)C.CO>[CH3:1][C:2]1[CH:3]=[CH:4][C:5]2=[C:26]3[C:27](=[C:35]([NH2:36])[N:8]=[C:6]2[CH:7]=1)[N:28]=[CH:29][C:30](/[CH:32]=[CH:33]/[CH3:34])=[CH:31]3 |f:2.3.4,5.6|. Reported procedure: A solution of tert-butyl 5-methyl-2-(4,4,5,5-tetramethyl-1,3,2-dioxaborolan-2-yl)phenylcarbamate (from Example 5/Step 2) (1.0 eq.) and (E)-3-chloro-5-(prop-1-enyl)picolinonitrile (from the previous step) (1.0 eq.), tetrakis(triphenyl-phosphine)palladium (5 mol %), and 2N aqueous sodium carbonate solution (2.0 eq.) in toluene/ethanol (2:1, 0.03 M) was stirred at 100° C. overnight. After cooling to ambient temperature, the reaction content was diluted with methanol. The insoluble solids were filte... The reactants are ClCCl, CN(CCCN(C)c1cc(N)cc2ccoc12)C(=O)OC(C)(C)C, O=S(=O)(Cl)c1ccccc1, c1ccncc1. The product is CN(CCCN(C)c1cc(NS(=O)(=O)c2ccccc2)cc2ccoc12)C(=O)OC(C)(C)C. Reaction SMILES: [Cl:41][CH2:42][Cl:43].[NH2:11][c:12]1[cH:13][c:14]([N:21]([CH2:22][CH2:23][CH2:24][N:25]([C:26]([O:27][C:28]([CH3:29])([CH3:30])[CH3:31])=[O:32])[CH3:33])[CH3:34])[c:15]2[c:16]([cH:17][cH:18][o:19]2)[cH:20]1.[c:1]1([S:7](=[O:8])(=[O:9])[Cl:10])[cH:2][cH:3][cH:4][cH:5][cH:6]1.[cH:35]1[cH:36][cH:37][n:38][cH:39][cH:40]1>>[c:1]1([S:7](=[O:8])(=[O:9])[NH:11][c:12]2[cH:13][c:14]([N:21]([CH2:22][CH2:23][CH2:24][N:25]([C:26]([O:27][C:28]([CH3:29])([CH3:30])[CH3:31])=[O:32])[CH3:33])[CH3:34])[c:15]3[c:16]([cH:17][cH:18][o:19]3)[cH:20]2)[cH:2][cH:3][cH:4][cH:5][cH:6]1. Starting materials: CO, O=C(O)C#Cc1ccc(C(F)(F)F)cc1Cl, ClCCl, CCOC(=O)c1cc(N)ccc1OCCN(CC)CC. The product is CCOC(=O)c1cc(NC(=O)C#Cc2ccc(C(F)(F)F)cc2Cl)ccc1OCCN(CC)CC. As a reaction SMILES: [CH3:37][OH:38].[Cl:1][c:2]1[c:3]([C:12]#[C:13][C:14](=[O:15])[OH:16])[cH:4][cH:5][c:6]([C:8]([F:9])([F:10])[F:11])[cH:7]1.[Cl:39][CH2:40][Cl:41].[NH2:17][c:18]1[cH:19][cH:20][c:21]([O:29][CH2:30][CH2:31][N:32]([CH2:33][CH3:34])[CH2:35][CH3:36])[c:22]([C:23](=[O:24])[O:25][CH2:26][CH3:27])[cH:28]1>>[Cl:1][c:2]1[c:3]([C:12]#[C:13][C:14](=[O:16])[NH:17][c:18]2[cH:19][cH:20][c:21]([O:29][CH2:30][CH2:31][N:32]([CH2:33][CH3:34])[CH2:35][CH3:36])[c:22]([C:23](=[O:24])[O:25][CH2:26][CH3:27])[cH:28]2)[cH:4][cH:5][c:6]([C:8]([F:9])([F:10])[F:11])[cH:7]1. The reactants are CC(C)C(CC(C(C)C)=O)=O (2,6-dimethyl-3,5-heptanedione), C(OCC)([O-])[O-] (ethyl orthoformate), C(C)(=O)OC(C)=O (acetic anhydride). The product is C(C)OC=C(C(C(C)C)=O)C(C(C)C)=O (4-ethoxymethylene-2,6-dimethyl-3,5-heptanedione). Yield: 49.2%. RXN SMILES: [CH3:1][CH:2]([C:4](=[O:11])[CH2:5][C:6](=[O:10])[CH:7]([CH3:9])[CH3:8])[CH3:3].[CH:12]([O-])([O-])[O:13][CH2:14][CH3:15].C(OC(=O)C)(=O)C>>[CH2:14]([O:13][CH:12]=[C:5]([C:6](=[O:10])[CH:7]([CH3:9])[CH3:8])[C:4](=[O:11])[CH:2]([CH3:1])[CH3:3])[CH3:15]. Procedure details: A mixture comprising 17.2 g (110 mmol) of 2,6-dimethyl-3,5-heptanedione, 22.8 g (153 mmol) of ethyl orthoformate and 31.5 g (309 mmol) of acetic anhydride, was reacted for 2 hours at 110° C. The solvent was distilled off under reduced pressure to obtain 11.5 g (yield: 49%) of 4-ethoxymethylene-2,6-dimethyl-3,5-heptanedione. Reactants: C1(=CC=CC=C1)C (Toluene), C1(=CC=C(C=C1)S(=O)(=O)O)C (p-Toluene-sulfonic acid), O (water), ClC1=CC=C(C=C1)C(=O)C1=CC=C(C=C1)[N+](=O)[O-] ((4-chlorophenyl)(4-nitrophenyl)methanone). Solvent: C(CO)O (Ethylene glycol). Product: [N+](=O)([O-])C1=CC=C(C=C1)C1OCCO1 (4-nitrophenyl-1,3-dioxolane). RXN SMILES: [C:1]1([CH3:7])C=CC=CC=1.O.ClC1C=CC([C:16]([C:18]2[CH:23]=[CH:22][C:21]([N+:24]([O-:26])=[O:25])=[CH:20][CH:19]=2)=[O:17])=CC=1.C1(C)C=CC(S(O)(=O)=[O:34])=CC=1>C(O)CO>[N+:24]([C:21]1[CH:20]=[CH:19][C:18]([CH:16]2[O:17][CH2:7][CH2:1][O:34]2)=[CH:23][CH:22]=1)([O-:26])=[O:25]. Procedure: Toluene (1900 ml) was stirred in a round-bottom flask (5 l) using a water separator. (4-chlorophenyl)(4-nitrophenyl)methanone (250 g) was added portionwise. p-Toluene-sulfonic acid (54.5 g) was added portionwise. Ethylene glycol (237.5 g) was poured out into the mixture. The mixture was stirred and refluxed for 48 hours. The solvent was evaporated. The residue was dissolved into ethyl acetate (5 l) and washed twice with a K2CO3 10% solution. The organic layer was separated, dried (MgSO4), filter... Reactants: COC(=O)C1=CC2=C(SCC(N2)=O)S1 (2,3-dihydro-6-methoxycarbonyl-2-oxothieno[2,3-b][1,4]thiazine), [I-].[Na+] (sodium iodide), CSCCCl (2-chloroethyl methyl sulfide), [OH-].[K+] (potassium hydroxide). The solvent is CS(=O)C (dimethyl sulfoxide), O (water). Run at temperature 50 celsius, time 6.5 hour. The product is COC(=O)C1=CC2=C(SCC(N2CCSC)=O)S1 (2,3-dihydro-6-methoxycarbonyl-1-[2-(methylthio)-ethyl]-2-oxothieno[2,3-b][1,4]thiazine). RXN SMILES: [OH-].[K+].[CH3:3][O:4][C:5]([C:7]1[S:16][C:10]2[S:11][CH2:12][C:13](=[O:15])[NH:14][C:9]=2[CH:8]=1)=[O:6].[I-].[Na+].[CH3:19][S:20][CH2:21][CH2:22]Cl>CS(C)=O.O>[CH3:3][O:4][C:5]([C:7]1[S:16][C:10]2[S:11][CH2:12][C:13](=[O:15])[N:14]([CH2:22][CH2:21][S:20][CH3:19])[C:9]=2[CH:8]=1)=[O:6] |f:0.1,3.4|. Procedure: Under nitrogen atmosphere, potassium hydroxide (147 mg) in dimethyl sulfoxide (10 ml) was stirred at room temperature for 30 minutes. To the solution were added 2,3-dihydro-6-methoxycarbonyl-2-oxothieno[2,3-b][1,4]thiazine (0.50 g), sodium iodide (0.39 g) and 2-chloroethyl methyl sulfide (0.26 ml), and the mixture was stirred at 50° C. for 6.5 hours. The mixture was poured into water and extracted with ethyl acetate. The organic layer was washed with water and brine, dried over anhydrous sodium ... Reactants: solution, [OH-].[Na+] (sodium hydroxide), COC(=O)C1=NN(C(=C1)OCC1CC1)C1=C(C=CC=C1)F (5-Cyclopropylmethoxy-1-(2-fluoro-phenyl)-1H-pyrazole-3-carboxylic acid methyl ester). Run in CO (methanol). Run at time 8 hour. The product is C1(CC1)COC1=CC(=NN1C1=C(C=CC=C1)F)C(=O)O (5-Cyclopropylmethoxy-1-(2-fluoro-phenyl)-1H-pyrazole-3-carboxylic acid). Yield: 58.0%. RXN SMILES: C[O:2][C:3]([C:5]1[CH:9]=[C:8]([O:10][CH2:11][CH:12]2[CH2:14][CH2:13]2)[N:7]([C:15]2[CH:20]=[CH:19][CH:18]=[CH:17][C:16]=2[F:21])[N:6]=1)=[O:4].[OH-].[Na+]>CO>[CH:12]1([CH2:11][O:10][C:8]2[N:7]([C:15]3[CH:20]=[CH:19][CH:18]=[CH:17][C:16]=3[F:21])[N:6]=[C:5]([C:3]([OH:4])=[O:2])[CH:9]=2)[CH2:13][CH2:14]1 |f:1.2|. Procedure details: The crude compound obtained in step 1 was dissolved in 10 ml of methanol. 1.4 ml of an aqueous 1 M solution of sodium hydroxide were added and the mixture was stirred overnight at room temperature. The solvent was removed in vacuo and the residue purified by preparative HPLC to give 102 mg (58%) of the title compound Reactants: NCC(CC(CCO[Si](C)(C)C(C)(C)C)(C)C)C1C(NC2=CC(=CC=C12)Cl)=O (racemic 3-[1-aminomethyl-5-(tert-butyl-dimethyl-silanyloxy)-3,3-dimethyl-pentyl]-6-chloro-1,3-dihydro-indol-2-one), ClC=1C(=C(C=O)C=CC1)F (3-chloro-2-fluoro-benzaldehyde), O.C1(=CC=C(C=C1)S(=O)(=O)O)C (p-toluenesulfonic acid monohydrate). Run in C1(=CC=CC=C1)C (toluene). Conditions: temperature 130 celsius. The product is C(C)(C)(C)[Si](OCCC(CC1C2(C(NC1)C1=C(C(=CC=C1)Cl)F)C(NC1=CC(=CC=C12)Cl)=O)(C)C)(C)C (rac-(2′S,3′S,4′S)-4′-[4-(tert-butyl-dimethyl-silanyloxy)-2,2-dimethyl-butyl]-6-chloro-2′-(3-chloro-2-fluoro-phenyl)-1H-spiro[indole-3,3′-pyrrolidin]-2-one). The yield is 6.1%. Reaction SMILES: [NH2:1][CH2:2][CH:3]([CH:18]1[C:26]2[C:21](=[CH:22][C:23]([Cl:27])=[CH:24][CH:25]=2)[NH:20][C:19]1=[O:28])[CH2:4][C:5]([CH3:17])([CH3:16])[CH2:6][CH2:7][O:8][Si:9]([C:12]([CH3:15])([CH3:14])[CH3:13])([CH3:11])[CH3:10].[Cl:29][C:30]1[C:31]([F:38])=[C:32]([CH:35]=[CH:36][CH:37]=1)[CH:33]=O.O.C1(C)C=CC(S(O)(=O)=O)=CC=1>C1(C)C=CC=CC=1>[C:12]([Si:9]([CH3:11])([CH3:10])[O:8][CH2:7][CH2:6][C:5]([CH3:17])([CH3:16])[CH2:4][CH:3]1[CH2:2][NH:1][CH:33]([C:32]2[CH:35]=[CH:36][CH:37]=[C:30]([Cl:29])[C:31]=2[F:38])[C:18]21[C:26]1[C:21](=[CH:22][C:23]([Cl:27])=[CH:24][CH:25]=1)[NH:20][C:19]2=[O:28])([CH3:13])([CH3:14])[CH3:15] |f:2.3|. Procedure: To a solution of racemic 3-[1-aminomethyl-5-(tert-butyl-dimethyl-silanyloxy)-3,3-dimethyl-pentyl]-6-chloro-1,3-dihydro-indol-2-one (1.5 g, 3.5 mmol) in toluene (30 mL) was added 3-chloro-2-fluoro-benzaldehyde (Oakwood) (0.56 g, 3.5 mmol) and a catalytic amount of p-toluenesulfonic acid monohydrate (67 mg, 0.35 mmol). The reaction mixture was heated at 130° C. for 2 h. The mixture was cooled to room temperature, then partitioned between ethyl acetate and aqueous NaHCO3 solution. The organic layer...